Dataset: the Open Reaction Database (ORD), a public repository of structured organic reaction records. Task: describe an organic reaction: reactants, conditions, products, and yield The reactants are C(=O)(OC)C(C1=CC=CC=C1)NC1=CC=C(C=C1)CN1C(=NC=2C1=NC(=CC2C)C)CC (3-[4-(N-(1-carbomethoxy-1-phenylmethyl)amino)phenylmethyl]-5,7-dimethyl-2-ethyl-3H-imidazo-[4,5-b]pyridine), [OH-].[Na+] (NaOH). Run in CO (methanol). Run at time 30 minute. Product: C(=O)(O)C(C1=CC=CC=C1)NC1=CC=C(C=C1)CN1C(=NC=2C1=NC(=CC2C)C)CC (3-[4-(N-(1-carboxy-1-phenylmethyl)amino)phenylmethyl]-5,7-dimethyl-2-ethyl-3H-imidazo-[4,5-b]pyridine). Yield: 91.0%. As a reaction SMILES: [C:1]([CH:5]([NH:12][C:13]1[CH:18]=[CH:17][C:16]([CH2:19][N:20]2[C:24]3=[N:25][C:26]([CH3:30])=[CH:27][C:28]([CH3:29])=[C:23]3[N:22]=[C:21]2[CH2:31][CH3:32])=[CH:15][CH:14]=1)[C:6]1[CH:11]=[CH:10][CH:9]=[CH:8][CH:7]=1)([O:3]C)=[O:2].[OH-].[Na+]>CO>[C:1]([CH:5]([NH:12][C:13]1[CH:14]=[CH:15][C:16]([CH2:19][N:20]2[C:24]3=[N:25][C:26]([CH3:30])=[CH:27][C:28]([CH3:29])=[C:23]3[N:22]=[C:21]2[CH2:31][CH3:32])=[CH:17][CH:18]=1)[C:6]1[CH:7]=[CH:8][CH:9]=[CH:10][CH:11]=1)([OH:3])=[O:2] |f:1.2|. Procedure details: To a solution of 0.45 g of the product of Step A dissolved in 5.0 mL methanol, was added 3.0 mL of 3N NaOH solution, and the mixture was stirred for 30 minutes. The methanol was removed in vacuo and the water was removed by azeotropic distillation with toluene. The o toluene was removed in vacuo, then the product was redissolved in CHCl3 and excess NaOH was removed by filtration of the suspension through a celite pad. The filtrate was concentrated to a clear oil and purified on a silica gel flas... The reactants are Br (hydrobromic acid), S(=O)(=O)(C(F)(F)F)OS(=O)(=O)C(F)(F)F (triflic anhydride), C(C)(C)(C)N1CC2=CN=C(C=C2CC1)OC (2-tert-butyl-6-methoxy-1,2,3,4-tetrahydro-2,7-naphthyridine). The product is C1NCCC2=CC=NC=C12 (1,2,3,4-tetrahydro-2,7-naphthyridine). RXN SMILES: Br.S(OS(C(F)(F)F)(=O)=O)(C(F)(F)F)(=O)=O.C([N:21]1[CH2:30][CH2:29][C:28]2[C:23](=[CH:24][N:25]=[C:26](OC)[CH:27]=2)[CH2:22]1)(C)(C)C>>[CH2:24]1[C:23]2[C:28](=[CH:29][CH:30]=[N:21][CH:22]=2)[CH2:27][CH2:26][NH:25]1. Procedure: In Route C, commercially available 5-bromo-2-methoxy-4-methylpyridine in anhydrous tetrahydrofuran is metallated with n-BuLi and then treated with N,N-dimethylformamide to afford 6-methoxy-4-methylnicotinaldehyde. This was converted to the tert-butylimine with tert-butylamine in dichloromethane. Metallation with lithium 2,2,6,6-tetramethylpiperidide (Li-TMP) (cf. J. Org. Chem. 1993, 58, 2463-2467) and addition of N,N-dimethylformamide affords the iminoacetaldehyde which is reduced with sodium cy... The reactants are C[Si](Cl)(C)C (trimethylchlorosilane), C(C)OC1(OC(CO1)COC1=NC=CC=C1OC)C (2-ethoxy-5-(3-methoxy-2-pyridyloxymethyl)-2-methyl-1,3-dioxolane). Solvent: C(Cl)Cl (methylene chloride). Reaction conditions: time 1 hour. Yields the product C(C)(=O)OC(COC1=NC=CC=C1OC)CCl (2-(2-acetoxy-3-chloro-propoxy)-3-methoxy-pyridine). Reaction SMILES: C[Si](C)(C)[Cl:3].C([O:8][C:9]1([CH3:24])O[CH2:12][CH:11]([CH2:14][O:15][C:16]2[C:21]([O:22][CH3:23])=[CH:20][CH:19]=[CH:18][N:17]=2)[O:10]1)C>C(Cl)Cl>[C:9]([O:10][CH:11]([CH2:12][Cl:3])[CH2:14][O:15][C:16]1[C:21]([O:22][CH3:23])=[CH:20][CH:19]=[CH:18][N:17]=1)(=[O:8])[CH3:24]. Procedure details: 45 ml of trimethylchlorosilane are added to a mixture of 85 g of 2-ethoxy-5-(3-methoxy-2-pyridyloxymethyl)-2-methyl-1,3-dioxolane in 500 ml of methylene chloride and the mixture is stirred for one hour at 20°-30°. Complete evaporation under reduced pressure yields crude 2-(2-acetoxy-3-chloro-propoxy)-3-methoxy-pyridine in the form of an oil, which is used without purification. Reactants: ClC1=CC(=CC=C1)C(=O)OO (m-Chloroperbenzoic acid), solution, S(=S)(=O)([O-])[O-].[Na+].[Na+] (sodium thiosulfate), ClCCSC1=CC=C(C(=O)O)C=C1 (4-(2-Chloroethylsulfanyl)-benzoic acid). Run in C(Cl)Cl (methylene chloride), O (water), C(Cl)Cl (methylene chloride), C(Cl)Cl (methylene chloride). Conditions: temperature -10 celsius. Product: ClCCS(=O)(=O)C1=CC=C(C(=O)O)C=C1 (4-(2-Chloroethylsulfonyl)-benzoic acid). RXN SMILES: [Cl:1][CH2:2][CH2:3]SC1C=CC(C(O)=O)=CC=1.Cl[C:15]1[CH:20]=[CH:19][CH:18]=[C:17]([C:21]([O:23]O)=[O:22])[CH:16]=1.[S:25]([O-:29])([O-])(=[O:27])=S.[Na+].[Na+]>C(Cl)Cl.O>[Cl:1][CH2:2][CH2:3][S:25]([C:20]1[CH:19]=[CH:18][C:17]([C:21]([OH:23])=[O:22])=[CH:16][CH:15]=1)(=[O:29])=[O:27] |f:2.3.4|. Reported procedure: 4-(2-Chloroethylsulfanyl)-benzoic acid (18.4 mmol) is suspended in methylene chloride (60 ml) and cooled to −10C. m-Chloroperbenzoic acid (38.6 mmol) are added dropwise in methylene chloride (60 ml) and the mixture is stirred for e hours at −10° C. The mixture is diluted methylene chloride (100 ml) and a 5% solution of sodium thiosulfate in water is added and the mixture vigorously stirred. The mixture is extracted, washed with water and and dried over sodium sulfate and evaporated. The crude pr... Reactants: CN1CCCC1=O, CS(=O)c1nccc(-n2ccc3c(OCC(O)CC(F)(F)F)cccc32)n1, CS(=O)(=O)NC1CCC(N)CC1. The product is CS(=O)(=O)NC1CCC(Nc2nccc(-n3ccc4c(OCC(O)CC(F)(F)F)cccc43)n2)CC1. As a reaction SMILES: [CH3:40][N:41]1[CH2:42][CH2:43][CH2:44][C:45]1=[O:46].[F:1][C:2]([CH2:3][CH:4]([CH2:5][O:6][c:7]1[c:8]2[cH:9][cH:10][n:11](-[c:16]3[n:17][c:18]([S:22]([CH3:23])=[O:24])[n:19][cH:20][cH:21]3)[c:12]2[cH:13][cH:14][cH:15]1)[OH:25])([F:26])[F:27].[NH2:28][CH:29]1[CH2:30][CH2:31][CH:32]([NH:35][S:36](=[O:37])(=[O:38])[CH3:39])[CH2:33][CH2:34]1>>[F:1][C:2]([CH2:3][CH:4]([CH2:5][O:6][c:7]1[c:8]2[cH:9][cH:10][n:11](-[c:16]3[n:17][c:18]([NH:28][CH:29]4[CH2:30][CH2:31][CH:32]([NH:35][S:36](=[O:37])(=[O:38])[CH3:39])[CH2:33][CH2:34]4)[n:19][cH:20][cH:21]3)[c:12]2[cH:13][cH:14][cH:15]1)[OH:25])([F:26])[F:27]. Procedure: To a mixture under N2 of 8-bromo-5-chloro-1,2,3,4-tetrahydro-isoquinoline hydrochloride (566 mg, 2.00 mmol, 1 eq.), [4-methoxy-3-(4,4,5,5-tetramethyl-[1,3,2]dioxaborolan-2-yl)-phenyl]-acetic acid ethyl ester (901 mg, 2.0 mmol, 1.00 eq) and sodium carbonate (1.06 g, 10.0 mmol, 5.00 eq.) in toluene/MeOH/water 20:4:1 (40 mL), tetrakis(triphenylphosphine) palladium (0) (116 mg, 0.1 mmol, 0.05 eq.) was added and the mixture was stirred under reflux for 18 hours. The mixture was allowed to cool to r.t... Yields the product C(C)OC(CC1=CC(=C(C=C1)OC)C=1C=CC(=C2CCNCC12)Cl)=O ([3-(5-Chloro-1,2,3,4-tetrahydro-isoquinolin-8-yl)-4-methoxy-phenyl]-acetic acid ethyl ester). The reagents and catalysts are [Pd].C1(=CC=CC=C1)P(C1=CC=CC=C1)C1=CC=CC=C1.C1(=CC=CC=C1)P(C1=CC=CC=C1)C1=CC=CC=C1.C1(=CC=CC=C1)P(C1=CC=CC=C1)C1=CC=CC=C1.C1(=CC=CC=C1)P(C1=CC=CC=C1)C1=CC=CC=C1 (tetrakis(triphenylphosphine) palladium (0)). Reaction SMILES: Cl.Br[C:3]1[CH:4]=[CH:5][C:6]([Cl:13])=[C:7]2[C:12]=1[CH2:11][NH:10][CH2:9][CH2:8]2.[CH2:14]([O:16][C:17](=[O:36])[CH2:18][C:19]1[CH:24]=[CH:23][C:22]([O:25][CH3:26])=[C:21](B2OC(C)(C)C(C)(C)O2)[CH:20]=1)[CH3:15].C(=O)([O-])[O-].[Na+].[Na+]>C1(C)C=CC=CC=1.CO.O.[Pd].C1(P(C2C=CC=CC=2)C2C=CC=CC=2)C=CC=CC=1.C1(P(C2C=CC=CC=2)C2C=CC=CC=2)C=CC=CC=1.C1(P(C2C=CC=CC=2)C2C=CC=CC=2)C=CC=CC=1.C1(P(C2C=CC=CC=2)C2C=CC=CC=2)C=CC=CC=1>[CH2:14]([O:16][C:17](=[O:36])[CH2:18][C:19]1[CH:24]=[CH:23][C:22]([O:25][CH3:26])=[C:21]([C:3]2[CH:4]=[CH:5][C:6]([Cl:13])=[C:7]3[C:12]=2[CH2:11][NH:10][CH2:9][CH2:8]3)[CH:20]=1)[CH3:15] |f:0.1,3.4.5,6.7.8,9.10.11.12.13|. Starting materials: Cl.BrC=1C=CC(=C2CCNCC12)Cl (8-bromo-5-chloro-1,2,3,4-tetrahydro-isoquinoline hydrochloride), C(C)OC(CC1=CC(=C(C=C1)OC)B1OC(C(O1)(C)C)(C)C)=O ([4-methoxy-3-(4,4,5,5-tetramethyl-[1,3,2]dioxaborolan-2-yl)-phenyl]-acetic acid ethyl ester), C([O-])([O-])=O.[Na+].[Na+] (sodium carbonate). Solvent: C1(=CC=CC=C1)C.CO.O (toluene MeOH water). The solvent is C(C)O (ethanol), C(C)O (ethanol). Reaction conditions: time 30 minute. Product: FC=1C=C(C=C(C1)F)C[C@@H]([C@@H]1OC1)N ((1S)-2-(3,5-difluorophenyl)-1-[(2S)-oxiran-2-yl]ethylamine). Procedure details: (1S,2S)-3-chloro-1-(3,5-difluorobenzyl)-2-hydroxypropylamine (EXAMPLE 17, 33 mg, 0.14 mmol) and absolute ethanol (1.5 mL) are mixed. Potassium hydroxide (9.8 mg, 0.175 mmol) in absolute ethanol (0.5 mL) is added to this mixture and the resulting mixture is stirred at 20-25 deg for 30 min. At this time ESMS indicates formation of the product (MH+=200.1). Water (2 mL) is added and mixture is concentrated under reduced pressure to half the volume and then diluted with ethyl acetate (15 mL). The org... RXN SMILES: [NH2:1][C@@H:2]([CH2:7][C:8]1[CH:13]=[C:12]([F:14])[CH:11]=[C:10]([F:15])[CH:9]=1)[C@H:3]([OH:6])[CH2:4]Cl.[OH-].[K+].O>C(O)C>[F:15][C:10]1[CH:9]=[C:8]([CH2:7][C@H:2]([NH2:1])[C@H:3]2[CH2:4][O:6]2)[CH:13]=[C:12]([F:14])[CH:11]=1 |f:1.2|. Starting materials: N[C@H]([C@@H](CCl)O)CC1=CC(=CC(=C1)F)F ((2S,3S)-3-amino-1-chloro-4-(3,5-difluorophenyl)butan-2-ol), [OH-].[K+] (Potassium hydroxide), O (Water). Reported procedure: Prepared similarly to Example 14 from 2-(butyloxy)-8-(methyloxy)-9-[5-(4-piperidinyl)pentyl]-9H-purin-6-amine and iodoethane. The reactants are C(CCC)OC1=NC(=C2N=C(N(C2=N1)CCCCCC1CCNCC1)OC)N (2-(butyloxy)-8-(methyloxy)-9-[5-(4-piperidinyl)pentyl]-9H-purin-6-amine), ICC (iodoethane). Yields the product NC1=C2NC(N(C2=NC(=N1)OCCCC)CCCCCC1CCN(CC1)CC)=O (6-Amino-2-(butyloxy)-9-[5-(1-ethyl-4-piperidinyl)pentyl]-7,9-dihydro-8H-purin-8-one). RXN SMILES: [CH2:1]([O:5][C:6]1[N:14]=[C:13]2[C:9]([N:10]=[C:11]([O:26]C)[N:12]2[CH2:15][CH2:16][CH2:17][CH2:18][CH2:19][CH:20]2[CH2:25][CH2:24][NH:23][CH2:22][CH2:21]2)=[C:8]([NH2:28])[N:7]=1)[CH2:2][CH2:3][CH3:4].I[CH2:30][CH3:31]>>[NH2:28][C:8]1[N:7]=[C:6]([O:5][CH2:1][CH2:2][CH2:3][CH3:4])[N:14]=[C:13]2[C:9]=1[NH:10][C:11](=[O:26])[N:12]2[CH2:15][CH2:16][CH2:17][CH2:18][CH2:19][CH:20]1[CH2:25][CH2:24][N:23]([CH2:30][CH3:31])[CH2:22][CH2:21]1. Reported procedure: By working in a way similar to that described in example 16 but using 3-methoxy-phenyl-acetonitrile (4.4 g, 30 mmoles), anhydrous DMF (40 ml), NaH (55-65%, 1.44 g, 36.3 mmoles) and 2-bromo-propane (4.46 g, 36.3 mmoles), 4.53 g of the title compound were obtained (yield: 79.9%). Yield: 79.8%. The solvent is CN(C)C=O (DMF). The product is COC=1C=C(C=CC1)C(C#N)C(C)C (2-(3-Methoxy-phenyl)-3-methyl-butyronitrile). The reactants are COC=1C=C(C=CC1)CC#N (3-methoxy-phenyl-acetonitrile), [H-].[Na+] (NaH), BrC(C)C (2-bromo-propane). As a reaction SMILES: [CH3:1][O:2][C:3]1[CH:4]=[C:5]([CH2:9][C:10]#[N:11])[CH:6]=[CH:7][CH:8]=1.[H-].[Na+].Br[CH:15]([CH3:17])[CH3:16]>CN(C=O)C>[CH3:1][O:2][C:3]1[CH:4]=[C:5]([CH:9]([CH:15]([CH3:17])[CH3:16])[C:10]#[N:11])[CH:6]=[CH:7][CH:8]=1 |f:1.2|. Starting materials: [H-].[Na+] (sodium hydride), O (water), C(C1=CC=CC=C1)Br (Benzyl bromide), BrC=1C=CC2=C(C=C(CCN2)C(=O)OC)C1 (methyl 7-bromo-2,3-dihydro-1H-1-benzazepine-4-carboxylate). Run in CN(C)C=O (DMF), CN(C)C=O (DMF). Conditions: temperature 45 celsius, time 10 minute. Product: C(C1=CC=CC=C1)N1CCC(=CC2=C1C=CC(=C2)Br)C(=O)OC (methyl 1-benzyl-7-bromo-2,3-dihydro-1H-1-benzazepine-4-carboxylate). Reaction SMILES: [Br:1][C:2]1[CH:3]=[CH:4][C:5]2[NH:11][CH2:10][CH2:9][C:8]([C:12]([O:14][CH3:15])=[O:13])=[CH:7][C:6]=2[CH:16]=1.[H-].[Na+].[CH2:19](Br)[C:20]1[CH:25]=[CH:24][CH:23]=[CH:22][CH:21]=1.O>CN(C=O)C>[CH2:19]([N:11]1[C:5]2[CH:4]=[CH:3][C:2]([Br:1])=[CH:16][C:6]=2[CH:7]=[C:8]([C:12]([O:14][CH3:15])=[O:13])[CH2:9][CH2:10]1)[C:20]1[CH:25]=[CH:24][CH:23]=[CH:22][CH:21]=1 |f:1.2|. Procedure details: In DMF (3 ml) was dissolved methyl 7-bromo-2,3-dihydro-1H-1-benzazepine-4-carboxylate (0.3 g), and the solution was added dropwise to a suspension of 60% sodium hydride (0.05 g) in DMF (1 ml) under ice-cooling. The mixture was stirred under nitrogen atmosphere for 10 minutes. Benzyl bromide (0.15 ml) was added thereto, and the mixture was heated at 45° C. for 4 hours. The mixture was poured into water, and extracted with ethyl acetate. The organic layer was washed with water and saturated brine,...